Dataset: the Open Reaction Database (ORD), a public repository of structured organic reaction records. Task: describe an organic reaction: reactants, conditions, products, and yield Reactants: CC(=O)O, COc1ccc2ccc(O)c3c2c1CC(NC(C)=O)C3=O. Yields the product COc1ccc2ccc(O)c3c2c1CC(NC(C)=O)C3. As a reaction SMILES: [CH3:22][C:23](=[O:24])[OH:25].[O:1]=[C:2]1[CH:3]([NH:18][C:19]([CH3:20])=[O:21])[CH2:4][c:5]2[c:6]([O:16][CH3:17])[cH:7][cH:8][c:9]3[cH:10][cH:11][c:12]([OH:15])[c:13]1[c:14]23>>[CH2:2]1[CH:3]([NH:18][C:19]([CH3:20])=[O:21])[CH2:4][c:5]2[c:6]([O:16][CH3:17])[cH:7][cH:8][c:9]3[cH:10][cH:11][c:12]([OH:15])[c:13]1[c:14]23. The reactants are C(C1=CC=CC=C1)(C1=CC=CC=C1)OC(=O)CO\N=C(/C(=O)NC1[C@@H]2N(C(=C(CS2=O)CCl)C(=O)OC(C2=CC=CC=C2)C2=CC=CC=C2)C1=O)\C=1N=C(SC1)NC(C1=CC=CC=C1)(C1=CC=CC=C1)C1=CC=CC=C1 (Benzhydryl 7-[(Z)-2-(benzhydryloxycarbonylmethoxyimino)-2-(2-tritylaminothiazol-4-yl)acetamido]-3-chloromethyl-3-cephem-4-carboxylate 1-oxide), [I-].[Na+] (sodium iodide), S(=S)(=O)([O-])[O-].[Na+].[Na+] (sodium thiosulfate), C(C)(=O)OCC (ethyl acetate). The solvent is CC(=O)C (acetone). Conditions: time 30 minute. The product is C(C1=CC=CC=C1)(C1=CC=CC=C1)OC(=O)CO\N=C(/C(=O)NC1[C@@H]2N(C(=C(CS2=O)CI)C(=O)OC(C2=CC=CC=C2)C2=CC=CC=C2)C1=O)\C=1N=C(SC1)NC(C1=CC=CC=C1)(C1=CC=CC=C1)C1=CC=CC=C1 (Benzhydryl 7-[(Z)-2-(benzhydryloxycarbonyl-methoxyimino)-2-(2-tritylaminothiazol-4-yl)acetamido]-3-iodomethyl-3-cephem-4-carboxylate 1-oxide). Reaction SMILES: [CH:1]([O:14][C:15]([CH2:17][O:18]/[N:19]=[C:20](/[C:52]1[N:53]=[C:54]([NH:57][C:58]([C:71]2[CH:76]=[CH:75][CH:74]=[CH:73][CH:72]=2)([C:65]2[CH:70]=[CH:69][CH:68]=[CH:67][CH:66]=2)[C:59]2[CH:64]=[CH:63][CH:62]=[CH:61][CH:60]=2)[S:55][CH:56]=1)\[C:21]([NH:23][CH:24]1[C:50](=[O:51])[N:26]2[C:27]([C:34]([O:36][CH:37]([C:44]3[CH:49]=[CH:48][CH:47]=[CH:46][CH:45]=3)[C:38]3[CH:43]=[CH:42][CH:41]=[CH:40][CH:39]=3)=[O:35])=[C:28]([CH2:32]Cl)[CH2:29][S:30](=[O:31])[C@H:25]12)=[O:22])=[O:16])([C:8]1[CH:13]=[CH:12][CH:11]=[CH:10][CH:9]=1)[C:2]1[CH:7]=[CH:6][CH:5]=[CH:4][CH:3]=1.[I-:77].[Na+].S([O-])([O-])(=O)=S.[Na+].[Na+].C(OCC)(=O)C>CC(C)=O>[CH:1]([O:14][C:15]([CH2:17][O:18]/[N:19]=[C:20](/[C:52]1[N:53]=[C:54]([NH:57][C:58]([C:71]2[CH:76]=[CH:75][CH:74]=[CH:73][CH:72]=2)([C:65]2[CH:70]=[CH:69][CH:68]=[CH:67][CH:66]=2)[C:59]2[CH:64]=[CH:63][CH:62]=[CH:61][CH:60]=2)[S:55][CH:56]=1)\[C:21]([NH:23][CH:24]1[C:50](=[O:51])[N:26]2[C:27]([C:34]([O:36][CH:37]([C:44]3[CH:49]=[CH:48][CH:47]=[CH:46][CH:45]=3)[C:38]3[CH:43]=[CH:42][CH:41]=[CH:40][CH:39]=3)=[O:35])=[C:28]([CH2:32][I:77])[CH2:29][S:30](=[O:31])[C@H:25]12)=[O:22])=[O:16])([C:8]1[CH:13]=[CH:12][CH:11]=[CH:10][CH:9]=1)[C:2]1[CH:7]=[CH:6][CH:5]=[CH:4][CH:3]=1 |f:1.2,3.4.5|. Procedure: The compound obtained in (A) was dissoved in 380 ml of acetone, and 7.4 g (49 mmol) of sodium iodide was added thereto. The mixture was stirred at room temperature for 30 minutes. To the reaction solution, 300 ml of a 10% sodium thiosulfate aqueous solution and 1150 ml of ethyl acetate were added for extraction. Then, the organic layer was dried over anhydrous sodium sulfate and concentrated under reduced pressure. The residue was purified by silica gel flush column chromatography (ethyl acetate... Yields the product C(#N)C1=C(C=C(C=C1)C1CCC=2N1C(=CN2)CO)F (5-(4-cyano-3-fluorophenyl)-3-hydroxymethyl-6,7-dihydro-5H-pyrrolo[1,2-a]imidazole). Starting materials: C(#N)C1=C(C=C(C=C1)C1CCC=2N1C=CN2)F (5-(4-cyano-3-fluorophenyl)-6,7-dihydro-5H-pyrrolo[1,2-a]imidazole), C(C)(=O)[O-].[Na+] (sodium acetate), C(C)(=O)O (acetic acid), C=O (formaldehyde), C(=O)(O)[O-].[Na+] (NaHCO3). Procedure: A solution of product from Step H (3.79 g, 16.7 mmol), sodium acetate (2.44 g, 29.7 mmol), acetic acid (1.82 mL, 31.9 mmol), and formaldehyde (37% in water, 15.1 mL) was heated to reflux for 96 hours. The reaction was slowly neutralized by the addition of sat. aq. NaHCO3. The aqueous layer was extracted with methylene chloride (5×50 mL). The combined organic layers were dried (Na2SO4), filtered, and concentrated in vacuo. The crude product was purified by column chromatography (1→10% MeOH/CHCl3)... As a reaction SMILES: [C:1]([C:3]1[CH:8]=[CH:7][C:6]([CH:9]2[N:13]3[CH:14]=[CH:15][N:16]=[C:12]3[CH2:11][CH2:10]2)=[CH:5][C:4]=1[F:17])#[N:2].[C:18]([O-])(=[O:20])C.[Na+].C(O)(=O)C.C=O.C([O-])(O)=O.[Na+]>>[C:1]([C:3]1[CH:8]=[CH:7][C:6]([CH:9]2[N:13]3[C:14]([CH2:18][OH:20])=[CH:15][N:16]=[C:12]3[CH2:11][CH2:10]2)=[CH:5][C:4]=1[F:17])#[N:2] |f:1.2,5.6|.